Dataset: the Open Reaction Database (ORD), a public repository of structured organic reaction records. Task: describe an organic reaction: reactants, conditions, products, and yield Starting materials: C(C)C1=CC=C(C=C1)C1CC(CNC1)NC(OC)=O (Methyl [5-(4-ethylphenyl)piperidin-3-yl]carbamate), N1(CCOCC1)C(=O)Cl (morpholine-4-carbonyl chloride). Product: C(C)C1=CC=C(C=C1)C1CC(CN(C1)C(=O)N1CCOCC1)NC(OC)=O (Methyl [5-(4-ethylphenyl)-1-(morpholin-4-ylcarbonyl)piperidin-3-yl]carbamate). The yield is 32.1%. As a reaction SMILES: [CH2:1]([C:3]1[CH:8]=[CH:7][C:6]([CH:9]2[CH2:14][NH:13][CH2:12][CH:11]([NH:15][C:16](=[O:19])[O:17][CH3:18])[CH2:10]2)=[CH:5][CH:4]=1)[CH3:2].[N:20]1([C:26](Cl)=[O:27])[CH2:25][CH2:24][O:23][CH2:22][CH2:21]1>>[CH2:1]([C:3]1[CH:8]=[CH:7][C:6]([CH:9]2[CH2:14][N:13]([C:26]([N:20]3[CH2:25][CH2:24][O:23][CH2:22][CH2:21]3)=[O:27])[CH2:12][CH:11]([NH:15][C:16](=[O:19])[O:17][CH3:18])[CH2:10]2)=[CH:5][CH:4]=1)[CH3:2]. Reported procedure: 170 mg (0.58 mmol) of methyl [5-(4-ethylphenyl)piperidin-3-yl]carbamate (Example 21A) and 113 mg (0.76 mmol, 1.3 eq.) of morpholine-4-carbonyl chloride were reacted according to General Method 3. Diastereomer separation of the cis/trans isomer mixture according to Method 7C gave 70 mg of the compound from Example 102. Reactants: ClC1=NC2=CC(=C(C=C2C=C1C=O)C)C (2-chloro-6,7-dimethyl-3-quinolinecarboxaldehyde), Cl.NO (hydroxylamine hydrochloride), C(=O)[O-].[Na+] (sodium formate), C(=O)O (formic acid). Solvent: O (water). The product is C(#N)C=1C(NC2=CC(=C(C=C2C1)C)C)=O (3-cyano-6,7-dimethyl-2(1H)-quinolinone). Reaction SMILES: Cl[C:2]1[C:11](C=O)=[CH:10][C:9]2[C:4](=[CH:5][C:6]([CH3:15])=[C:7]([CH3:14])[CH:8]=2)[N:3]=1.Cl.[NH2:17]O.[CH:19]([O-:21])=O.[Na+].C(O)=O>O>[C:2]([C:11]1[C:19](=[O:21])[NH:3][C:4]2[C:9]([CH:10]=1)=[CH:8][C:7]([CH3:14])=[C:6]([CH3:15])[CH:5]=2)#[N:17] |f:1.2,3.4|. Procedure details: A mixture was prepared from 15 g of 2-chloro-6,7-dimethyl-3-quinolinecarboxaldehyde, 5.4 g of hydroxylamine hydrochloride, 8.5 g of sodium formate and 155 ml of 97% formic acid and this was heated at reflux for 3 hours. Initially, the mixture became a heavy yellow paste but a homogeneous brown solution formed later. However, by the end of the 3-hour reflux period, the mixture was again heterogeneous and it was cooled and poured into 300 ml of water. The solid which formed was separated by filtra... Starting materials: N1C(CCCC1)C(=O)OCC (Ethyl piperidine-2-carboxylate), ClC=1SC2=C(N1)C(=CC(=C2N=C=O)F)Cl (2,4-dichloro-6-fluoro-7-isocyanato-benzothiazole). The solvent is O1CCCC1 (tetrahydrofuran). The product is ClC=1SC2=C(N1)C(=CC(=C2N2C(N1C(CCCC1)C2=O)=O)F)Cl (N-(2,4-dichloro-6-fluorobenzothiazol-7-yl)-perhydroimidazo[1,5-a]pyridine-1,3-dione). As a reaction SMILES: [NH:1]1[CH2:6][CH2:5][CH2:4][CH2:3][CH:2]1[C:7]([O:9]CC)=O.[Cl:12][C:13]1[S:14][C:15]2[C:21]([N:22]=[C:23]=[O:24])=[C:20]([F:25])[CH:19]=[C:18]([Cl:26])[C:16]=2[N:17]=1>O1CCCC1>[Cl:12][C:13]1[S:14][C:15]2[C:21]([N:22]3[C:7](=[O:9])[CH:2]4[CH2:3][CH2:4][CH2:5][CH2:6][N:1]4[C:23]3=[O:24])=[C:20]([F:25])[CH:19]=[C:18]([Cl:26])[C:16]=2[N:17]=1. Procedure details: 2.6 g Ethyl piperidine-2-carboxylate was added to a solution of 4.2 g 2,4-dichloro-6-fluoro-7-isocyanato-benzothiazole in 50 ml tetrahydrofuran. The mixture was heated for 5 hours under reflux. After cooling, the solvent was removed in vacuo and the residue recrystallised several times from ethyl acetate. Yield: 2.5 g=42% of theory m.p.: 168°-170° C. Starting materials: COC1=C(C=2CCN(CC2C=C1)C(=O)C=1C=NC=CC1)C=O (6-methoxy-2-(pyridine-3-carbonyl)-1,2,3,4-tetrahydro-isoquinoline-5-carbaldehyde), B(Br)(Br)Br (boron tribromide). Run in ClCCl (dichloromethane). Run at time 1 hour. Yields the product OC1=C(C=2CCN(CC2C=C1)C(=O)C=1C=NC=CC1)C=O (6-Hydroxy-2-(pyridine-3-carbonyl)-1,2,3,4-tetrahydro-isoquinoline-5-carbaldehyde). Yield: 61.9%. As a reaction SMILES: C[O:2][C:3]1[CH:12]=[CH:11][C:10]2[CH2:9][N:8]([C:13]([C:15]3[CH:16]=[N:17][CH:18]=[CH:19][CH:20]=3)=[O:14])[CH2:7][CH2:6][C:5]=2[C:4]=1[CH:21]=[O:22].B(Br)(Br)Br>ClCCl>[OH:2][C:3]1[CH:12]=[CH:11][C:10]2[CH2:9][N:8]([C:13]([C:15]3[CH:16]=[N:17][CH:18]=[CH:19][CH:20]=3)=[O:14])[CH2:7][CH2:6][C:5]=2[C:4]=1[CH:21]=[O:22]. Reported procedure: To a solution of 6-methoxy-2-(pyridine-3-carbonyl)-1,2,3,4-tetrahydro-isoquinoline-5-carbaldehyde (62 mg, 0.21 mmol) in dichloromethane (5 mL) stirred under argon at −78° C. was added boron tribromide (0.12 mL, 0.31 g, 1.25 mmol). The reaction was stirred for 1 h, allowed to warm to room temperature and stirred for 2 h. The reaction was quenched by addition of methanol (2 mL) at −78° C. and the mixture was stirred for 1 h. After warming to room temperature, ethyl acetate (3 mL) and diethyl ether... The reactants are C(C)(=O)C=P(C1=CC=CC=C1)(C1=CC=CC=C1)C1=CC=CC=C1 (acetylmethylene triphenylphosphorane), C1(=CC=CC=C1)N1C(C(C1C1=CC=CC=C1)=O)=O (1,4-diphenyl-2,3-azetidinedione). Solvent: C1=CC=CC=C1 (benzene), C1=CC=CC=C1 (benzene). Run at time 8 hour. The product is O=C(\C=C/1\C(N(C1C1=CC=CC=C1)C1=CC=CC=C1)=O)C ((E)-3-(2-oxopropylidene)-1,4-diphenyl-2-azetidinone). RXN SMILES: [C:1]([CH:4]=P(C1C=CC=CC=1)(C1C=CC=CC=1)C1C=CC=CC=1)(=[O:3])[CH3:2].[C:24]1([N:30]2[CH:33]([C:34]3[CH:39]=[CH:38][CH:37]=[CH:36][CH:35]=3)[C:32](=O)[C:31]2=[O:41])[CH:29]=[CH:28][CH:27]=[CH:26][CH:25]=1>C1C=CC=CC=1>[O:3]=[C:1]([CH3:4])/[CH:2]=[C:32]1/[C:31](=[O:41])[N:30]([C:24]2[CH:29]=[CH:28][CH:27]=[CH:26][CH:25]=2)[CH:33]/1[C:34]1[CH:39]=[CH:38][CH:37]=[CH:36][CH:35]=1. Procedure: To a solution of 0.67 g of acetylmethylene triphenylphosphorane in 70 ml of benzene was added at room temperature under a nitrogen atmosphere a solution of 0.50 g of 1,4-diphenyl-2,3-azetidinedione in 30 ml of benzene, and the mixture was stirred overnight. After completion of the reaction, the benzene was evaporated, and the residue was applied to silica gel column chromatography (eluent; methylene chloride). The desired fractions were combined, the solvent was evaporated, and the residue was r... Reactants: BrC=1C=C(C=CC1CC(C)C)C(C)=O (3′-Bromo-4′-isobutylacetophenone), [Cu](C#N)C#N (copper cyanide). Solvent: CN(C=O)C (dimethylformamide). The product is C(#N)C=1C=C(C=CC1CC(C)C)C(C)=O (3′-cyano-4′-isobutylacetophenone). Isolated yield 48.8%. Reaction SMILES: Br[C:2]1[CH:3]=[C:4]([C:12](=[O:14])[CH3:13])[CH:5]=[CH:6][C:7]=1[CH2:8][CH:9]([CH3:11])[CH3:10].[Cu](C#N)[C:16]#[N:17]>CN(C)C=O>[C:16]([C:2]1[CH:3]=[C:4]([C:12](=[O:14])[CH3:13])[CH:5]=[CH:6][C:7]=1[CH2:8][CH:9]([CH3:11])[CH3:10])#[N:17]. Procedure: 3′-Bromo-4′-isobutylacetophenone (182 g) and copper cyanide (95.7 g) were stirred in dimethylformamide (520 ml) at 140° C. for 7 h. The reaction mixture was cooled to room temperature and the solid was filtered off. To the filtrate was added water and the mixture was extracted with toluene. The organic layer was washed with saturated brine and dried over anhydrous magnesium sulfate, after which the solvent was evaporated under reduced pressure. The residue was recrystallized from n-hexane to giv... The reactants are CCOC(=O)CBr, CN1CCCC1=O, CS(=O)(=O)c1c[nH]c2cc(Cl)ccc12, [H-], [Na+]. Product: CCOC(=O)Cn1cc(S(C)(=O)=O)c2ccc(Cl)cc21. Reaction SMILES: [Br:17][CH2:18][C:19](=[O:20])[O:21][CH2:22][CH3:23].[CH3:24][N:25]1[C:26](=[O:27])[CH2:28][CH2:29][CH2:30]1.[Cl:1][c:2]1[cH:3][cH:4][c:5]2[c:6]([S:11](=[O:12])(=[O:13])[CH3:14])[cH:7][nH:8][c:9]2[cH:10]1.[H-:15].[Na+:16]>>[Cl:1][c:2]1[cH:3][cH:4][c:5]2[c:6]([S:11](=[O:12])(=[O:13])[CH3:14])[cH:7][n:8]([CH2:18][C:19](=[O:20])[O:21][CH2:22][CH3:23])[c:9]2[cH:10]1.